This data is from the Open Reaction Database (ORD), a public repository of structured organic reaction records. The task is: describe an organic reaction: reactants, conditions, products, and yield The product is O=[N+]([O-])c1ccccc1C1=NCC(=S)Nc2sccc21. Reaction SMILES: [N+:1](=[O:2])([O-:3])[c:4]1[c:5]([C:10]2=[N:16][CH2:15][C:14](=[O:17])[NH:13][c:12]3[c:11]2[cH:20][cH:19][s:18]3)[cH:6][cH:7][cH:8][cH:9]1.[OH2:35].[P:21]12(=[S:22])[S:23][P:24]3(=[S:34])[S:25][P:26](=[S:32])([S:27][P:28](=[S:31])([S:29]3)[S:30]1)[S:33]2.[cH:36]1[cH:37][cH:38][n:39][cH:40][cH:41]1>>[N+:1](=[O:2])([O-:3])[c:4]1[c:5]([C:10]2=[N:16][CH2:15][C:14](=[S:22])[NH:13][c:12]3[c:11]2[cH:20][cH:19][s:18]3)[cH:6][cH:7][cH:8][cH:9]1. Reactants: O=C1CN=C(c2ccccc2[N+](=O)[O-])c2ccsc2N1, O, S=P12SP3(=S)SP(=S)(S1)SP(=S)(S2)S3, c1ccncc1. Reactants: C(C)(=O)O[BH-](OC(C)=O)OC(C)=O.[Na+] (sodium triacetoxyborohydride), N1CCCC1 (Pyrrolidine), C(C)(=O)O (acetic acid), C(=O)C=1C=CC(=C(C(=O)NC=2C=NC=CC2)C1)OCC1=CC=CC=C1 (5-Formyl-2-[(phenylmethyl)oxy]-N-3-pyridinylbenzamide). Run in ClCCCl (DCE). Reaction conditions: temperature 50 celsius, time 4 hour. Yields the product C1(=CC=CC=C1)COC1=C(C(=O)NC=2C=NC=CC2)C=C(C=C1)CN1CCCC1 (2-[(Phenylmethyl)oxy]-N-3-pyridinyl-5-(1-pyrrolidinylmethyl)benzamide). As a reaction SMILES: [NH:1]1[CH2:5][CH2:4][CH2:3][CH2:2]1.C(O)(=O)C.[CH:10]([C:12]1[CH:13]=[CH:14][C:15]([O:27][CH2:28][C:29]2[CH:34]=[CH:33][CH:32]=[CH:31][CH:30]=2)=[C:16]([CH:26]=1)[C:17]([NH:19][C:20]1[CH:21]=[N:22][CH:23]=[CH:24][CH:25]=1)=[O:18])=O.C(O[BH-](OC(=O)C)OC(=O)C)(=O)C.[Na+]>ClCCCl>[C:29]1([CH2:28][O:27][C:15]2[CH:14]=[CH:13][C:12]([CH2:10][N:1]3[CH2:5][CH2:4][CH2:3][CH2:2]3)=[CH:26][C:16]=2[C:17]([NH:19][C:20]2[CH:21]=[N:22][CH:23]=[CH:24][CH:25]=2)=[O:18])[CH:34]=[CH:33][CH:32]=[CH:31][CH:30]=1 |f:3.4|. Reported procedure: Pyrrolidine (25 uL, 0.30 mmol) and acetic acid (17 uL, 0.30 mmol) were added to a solution of 5-formyl-2-[(phenylmethyl)oxy]-N-3-pyridinylbenzamide (may be prepared as described in Example 66; 100 mg, 0.30 mmol) in DCE (5 ml). The solution was stirred for 4 hours at 50° C. then sodium triacetoxyborohydride (96 mg, 0.45 mmol) was added. The reaction was stirred overnight then quenched with NaHCO3 solution (7 ml) and extracted with dichloromethane (5 ml). The organic layer was dried (MgSO4) and th... Starting materials: O.C1(=CC=C(C=C1)S(=O)(=O)O)C (p-toluenesulfonic acid monohydrate), C(OCC)(OCC)OCC (triethyl orthoformate), 369, C(C)O (ethanol). Run in C(C)(=O)OCC (ethyl acetate). Conditions: temperature 60 celsius, time 8 hour. Product: C(C)OC(=O)[C@@H]1C[C@@H](CCC1)C(=O)OCC (cis-1,3-Cyclohexanedicarboxylic Acid Diethyl Ester). Isolated yield 87.7%. As a reaction SMILES: [OH2:1].[C:2]1([CH3:12])[CH:7]=[CH:6][C:5](S(O)(=O)=O)=[CH:4][CH:3]=1.[CH:13]([O:20]CC)([O:17][CH2:18][CH3:19])OCC.[CH2:23]([OH:25])[CH3:24]>C(OCC)(=O)C>[CH2:23]([O:25][C:12]([C@H:2]1[CH2:7][CH2:6][CH2:5][C@@H:4]([C:13]([O:17][CH2:18][CH3:19])=[O:20])[CH2:3]1)=[O:1])[CH3:24] |f:0.1|. Procedure: To a solution of compound from preparation 369 (31 g, 0.2 mol) in ethanol (anhydrous, 310 ml) was added p-toluenesulfonic acid monohydrate (1.9 g, 10 mmol, 0.05 equiv.) and triethyl orthoformate (50 ml, 0.3 mol). The reaction mixture was stirred at 60° C. overnight. The volatiles were stripped and the residue was diluted with ethyl acetate (250 ml), washed with water (120 ml) and brine (100 ml), and dried over MgSO4. After filtration and evaporation, the residue was purified by chromatography. E... Reactants: O1[C@H](CCC1)C(CC)=O ((R)-1-(tetrahydrofuran-2-yl)propan-1-one), [BH4-].[Na+] (sodium tetrahydroborate). The solvent is CO (MeOH). Conditions: temperature 0 celsius, time 1 hour. Product: O1C(CCC1)[C@@H](CC)O ((R)-1-(tetrahydrofuran-2-yl)propan-1-ol). Reaction SMILES: [O:1]1[CH2:5][CH2:4][CH2:3][C@@H:2]1[C:6](=[O:9])[CH2:7][CH3:8].[BH4-].[Na+]>CO>[O:1]1[CH2:5][CH2:4][CH2:3][CH:2]1[C@H:6]([OH:9])[CH2:7][CH3:8] |f:1.2|. Procedure details: To a cooled (0° C.) solution of (R)-1-(tetrahydrofuran-2-yl)propan-1-one (16.16 g, 1 equiv) in MeOH was added portionwise sodium tetrahydroborate (4.77 g, I equiv). After stirring at 0° C. for 1 hour, the reaction was quenched with 5M HCl and allowed to stir for further for 10 minutes. The mixture was concentrated in vacuo to remove MeOH and EtOAc and water were added. The organic portion was separated and the aqueous layer extracted several times with EtOAc. The combined organic extracts were d...